This data is from the Open Reaction Database (ORD), a public repository of structured organic reaction records. The task is: describe an organic reaction: reactants, conditions, products, and yield Reactants: C1(CC1)C1=C(C(=NO1)C1=C(C=CC=C1Cl)Cl)CO ((5-cyclopropyl-3-(2,6-dichloro-phenyl)-isoxazol-4-yl)-methanol), P(Br)(Br)Br (phosphorous tribromide). The solvent is ClCCl (dichloromethane). Yields the product BrCC=1C(=NOC1C1CC1)C1=C(C=CC=C1Cl)Cl (4-Bromomethyl-5-cyclopropyl-3-(2,6-dichloro-phenyl)-isoxazole). Yield: 81.2%. Reaction SMILES: [CH:1]1([C:4]2[O:8][N:7]=[C:6]([C:9]3[C:14]([Cl:15])=[CH:13][CH:12]=[CH:11][C:10]=3[Cl:16])[C:5]=2[CH2:17]O)[CH2:3][CH2:2]1.P(Br)(Br)[Br:20]>ClCCl>[Br:20][CH2:17][C:5]1[C:6]([C:9]2[C:14]([Cl:15])=[CH:13][CH:12]=[CH:11][C:10]=2[Cl:16])=[N:7][O:8][C:4]=1[CH:1]1[CH2:3][CH2:2]1. Procedure: To a 0° C. solution of (5-cyclopropyl-3-(2,6-dichloro-phenyl)-isoxazol-4-yl)-methanol (0.124 g, 0.44 mmol) in dichloromethane (4 mL) is added phosphorous tribromide (0.261 g, 0.963 mmol). The ice bath is removed after 20 minutes and the reaction is allowed to stir for an additional twenty minutes at room temperature. The reaction mixture is quenched with pH 7 buffer and extracted with dichloromethane several times. The organic layers are combined, washed with brine, dried over sodium sulfate, fi...